From a dataset of the Open Reaction Database (ORD), a public repository of structured organic reaction records. describe an organic reaction: reactants, conditions, products, and yield As a reaction SMILES: [CH3:30][OH:31].[CH:1]([CH3:2])([CH3:3])[O:4][C:5](=[O:6])[c:7]1[cH:8][c:9]2[cH:10][c:11]([NH:21][c:22]3[n:23][nH:24][c:25]([CH3:27])[cH:26]3)[n:12][c:13]([O:17][CH:18]([CH3:19])[CH3:20])[c:14]2[cH:15][cH:16]1.[K+:29].[OH-:28]>>[O:4]=[C:5]([OH:6])[c:7]1[cH:8][c:9]2[cH:10][c:11]([NH:21][c:22]3[n:23][nH:24][c:25]([CH3:27])[cH:26]3)[n:12][c:13]([O:17][CH:18]([CH3:19])[CH3:20])[c:14]2[cH:15][cH:16]1. Starting materials: CO, Cc1cc(Nc2cc3cc(C(=O)OC(C)C)ccc3c(OC(C)C)n2)n[nH]1, [K+], [OH-]. Product: Cc1cc(Nc2cc3cc(C(=O)O)ccc3c(OC(C)C)n2)n[nH]1. The reactants are O=C(n1ccnc1)n1ccnc1, CCCNCCC, COc1ccc(-c2nc3cccnc3n2CC(=O)O)cc1, C1CCOC1. The product is CCCN(CCC)C(=O)Cn1c(-c2ccc(OC)cc2)nc2cccnc21. Reaction SMILES: [C:22]([n:23]1[cH:24][cH:25][n:26][cH:27]1)([n:28]1[cH:29][cH:30][n:31][cH:32]1)=[O:33].[CH2:34]([CH2:35][CH3:36])[NH:37][CH2:38][CH2:39][CH3:40].[CH3:1][O:2][c:3]1[cH:4][cH:5][c:6](-[c:9]2[n:10][c:11]3[c:12]([n:13][cH:14][cH:15][cH:16]3)[n:17]2[CH2:18][C:19](=[O:20])[OH:21])[cH:7][cH:8]1.[O:41]1[CH2:42][CH2:43][CH2:44][CH2:45]1>>[CH3:1][O:2][c:3]1[cH:4][cH:5][c:6](-[c:9]2[n:10][c:11]3[c:12]([n:13][cH:14][cH:15][cH:16]3)[n:17]2[CH2:18][C:19](=[O:21])[N:37]([CH2:34][CH2:35][CH3:36])[CH2:38][CH2:39][CH3:40])[cH:7][cH:8]1. Starting materials: BrC(CO)(C)C (2-bromo-2-methylpropanol), ClC1=CC=C(OCC2=CC=C(C=C2)O)C=C1 (4-p-chlorophenoxymethyl-phenol), C(=O)([O-])[O-].[K+].[K+] (K2CO3). Solvent: CC(=O)C (acetone), CC(=O)C (acetone). Conditions: time 12 hour. The product is ClC1=CC=C(OCC2=CC=C(OC(CO)(C)C)C=C2)C=C1 (2-[4-(4-chlorophenoxymethyl)-phenoxy]-2-methyl-propanol). As a reaction SMILES: Br[C:2]([CH3:6])([CH3:5])[CH2:3][OH:4].[Cl:7][C:8]1[CH:22]=[CH:21][C:11]([O:12][CH2:13][C:14]2[CH:19]=[CH:18][C:17]([OH:20])=[CH:16][CH:15]=2)=[CH:10][CH:9]=1.C([O-])([O-])=O.[K+].[K+]>CC(C)=O>[Cl:7][C:8]1[CH:9]=[CH:10][C:11]([O:12][CH2:13][C:14]2[CH:19]=[CH:18][C:17]([O:20][C:2]([CH3:6])([CH3:5])[CH2:3][OH:4])=[CH:16][CH:15]=2)=[CH:21][CH:22]=1 |f:2.3.4|. Procedure: A solution of 15.3 g. of 2-bromo-2-methylpropanol in 50 ml. of acetone is added slowly to a stirred mixture consisting of 23.45 g. of 4-p-chlorophenoxymethyl-phenol, 13.8 g. of K2CO3 an 80 ml. of acetone. The mixture is boiled for 12 hours while stirring and then filtered and evaporated to give 2-[4-(4-chlorophenoxymethyl)-phenoxy]-2-methyl-propanol, m.p. 67°-70° C. Starting materials: [OH-].[K+] (Potassium hydroxide), COC(=O)C1=NC(=C(N=C1N)NC1CCN(CC1)C1=NC2=CC(=C(C=C2C(=N1)N)OC)OC)Cl (3-Amino-5-[1-(4-amino-6,7-dimethoxy-quinazolin-2-yl)-piperidin-4-ylamino]-6-chloro-pyrazine-2-carboxylic acid methyl ester). The solvent is C(C)O (ethanol). Conditions: temperature 85 celsius. Yields the product NC=1C(=NC(=C(N1)NC1CCN(CC1)C1=NC2=CC(=C(C=C2C(=N1)N)OC)OC)Cl)C(=O)O (3-Amino-5-[1-(4-amino-6,7-dimethoxyquinazolin-2-yl)piperidin-4-ylamino]-6-chloropyrazine-2-carboxylic acid). The yield is 85.6%. RXN SMILES: [OH-].[K+].C[O:4][C:5]([C:7]1[C:12]([NH2:13])=[N:11][C:10]([NH:14][CH:15]2[CH2:20][CH2:19][N:18]([C:21]3[N:30]=[C:29]([NH2:31])[C:28]4[C:23](=[CH:24][C:25]([O:34][CH3:35])=[C:26]([O:32][CH3:33])[CH:27]=4)[N:22]=3)[CH2:17][CH2:16]2)=[C:9]([Cl:36])[N:8]=1)=[O:6]>C(O)C>[NH2:13][C:12]1[C:7]([C:5]([OH:6])=[O:4])=[N:8][C:9]([Cl:36])=[C:10]([NH:14][CH:15]2[CH2:20][CH2:19][N:18]([C:21]3[N:30]=[C:29]([NH2:31])[C:28]4[C:23](=[CH:24][C:25]([O:34][CH3:35])=[C:26]([O:32][CH3:33])[CH:27]=4)[N:22]=3)[CH2:17][CH2:16]2)[N:11]=1 |f:0.1|. Procedure: Potassium hydroxide (0.26 g, 4.7 mmol) was added to a solution of (1) (0.06 g, 0.123 mmol) in ethanol (2 mL) at 25° C. The reaction mixture was heated at 85° C. for 12 h then cooled to room temperature. The mixture was concentrated, acidified with HCl (aq) (2 mL, 3M) and the desired product was filtered and rinsed with cold H2O to give 0.05 g (89%) of the title compound: 1H NMR (DMSO) δ 12.20 (br s, 1H), 8.50 (br s, 1H), 7.69 (s, 1H), 7.40 & 7.31 (br s, 2H), 7.16 (d, 1H, J=7.2), 4.70 (d, 2H, J=1... Starting materials: ONC(=O)C1CC1 (N-hydroxycyclopropanecarboxamide), C(CC)N=C=O (n-propyl isocyanate). Reagents/catalysts: C(C)N(CC)CC (triethylamine). Solvent: C(Cl)Cl (methylene chloride). Product: C(CC)NC(=O)N(C(=O)C1CC1)OC(=O)NCCC (N-((propylamino)carbonyl)-N-(((propylamino)carbonyl)-oxy)cyclopropanecarboxamide). Reaction SMILES: [OH:1][NH:2][C:3]([CH:5]1[CH2:7][CH2:6]1)=[O:4].[CH2:8]([N:11]=[C:12]=[O:13])[CH2:9][CH3:10]>C(N(CC)CC)C.C(Cl)Cl>[CH2:8]([NH:11][C:12]([N:2]([O:1][C:12]([NH:11][CH2:8][CH2:9][CH3:10])=[O:13])[C:3]([CH:5]1[CH2:7][CH2:6]1)=[O:4])=[O:13])[CH2:9][CH3:10]. Procedure: N-hydroxycyclopropanecarboxamide (5.0 grams), n-propyl isocyanate (9.3 grams) and 5 drops of triethylamine were stirred at room temperature in about 100 ml of methylene chloride for about 12 hours. The reaction mixture was then concentrated leaving an oily residue which crystallized upon scratching. This solid was then recrystallized from a mixture of cyclohexane and isopropanol and dried. Upon drying, the desired N-((propylamino)carbonyl)-N-(((propylamino)carbonyl)-oxy)cyclopropanecarboxamide w...